This data is from the Open Reaction Database (ORD), a public repository of structured organic reaction records. The task is: describe an organic reaction: reactants, conditions, products, and yield Reactants: CO, COCCOC, COC(=O)C1(c2ccc(B3OC(C)(C)C(C)(C)O3)c(Cl)c2)CCC1, Cc1nc(C)c(-c2ccc(OS(=O)(=O)C(F)(F)F)cc2)nc1C(N)=O, [K+], [K+], [K+], O, O=P([O-])([O-])[O-]. The product is COC(=O)C1(c2ccc(-c3ccc(-c4nc(C(N)=O)c(C)nc4C)cc3)c(Cl)c2)CCC1. As a reaction SMILES: [CH3:58][OH:59].[CH3:60][O:61][CH2:62][CH2:63][O:64][CH3:65].[Cl:26][c:27]1[cH:28][c:29]([C:42]2([C:46](=[O:47])[O:48][CH3:49])[CH2:43][CH2:44][CH2:45]2)[cH:30][cH:31][c:32]1[B:33]1[O:34][C:35]([CH3:36])([CH3:37])[C:38]([CH3:39])([CH3:40])[O:41]1.[F:1][C:2]([F:3])([F:4])[S:5]([O:6][c:7]1[cH:8][cH:9][c:10](-[c:13]2[n:14][c:15]([C:21]([NH2:22])=[O:23])[c:16]([CH3:20])[n:17][c:18]2[CH3:19])[cH:11][cH:12]1)(=[O:24])=[O:25].[K+:55].[K+:56].[K+:57].[OH2:66].[P:50]([O-:51])([O-:52])([O-:53])=[O:54]>>[c:7]1(-[c:32]2[c:27]([Cl:26])[cH:28][c:29]([C:42]3([C:46](=[O:47])[O:48][CH3:49])[CH2:43][CH2:44][CH2:45]3)[cH:30][cH:31]2)[cH:8][cH:9][c:10](-[c:13]2[n:14][c:15]([C:21]([NH2:22])=[O:23])[c:16]([CH3:20])[n:17][c:18]2[CH3:19])[cH:11][cH:12]1.